From a dataset of the Open Reaction Database (ORD), a public repository of structured organic reaction records. describe an organic reaction: reactants, conditions, products, and yield The reactants are N1=CC=CC=C1 (pyridine), NC1=C(C=C(C=C1)CC(=O)OCC)C(C1=C(C=CC=C1)Cl)=O (ethyl 4-amino-3-(2-chlorobenzoyl)-phenylacetate), BrCC(=O)Br (bromoacetylbromide). Run in O1CCOCC1 (dioxane). Reaction conditions: time 24 hour. Product: BrCC(=O)NC1=C(C=C(C=C1)CC(=O)OCC)C(C1=C(C=CC=C1)Cl)=O (Ethyl 4-bromoacetamido-3-(2-chlorobenzoyl)-phenyl-acetate). As a reaction SMILES: [NH2:1][C:2]1[CH:7]=[CH:6][C:5]([CH2:8][C:9]([O:11][CH2:12][CH3:13])=[O:10])=[CH:4][C:3]=1[C:14](=[O:22])[C:15]1[CH:20]=[CH:19][CH:18]=[CH:17][C:16]=1[Cl:21].N1C=CC=CC=1.[Br:29][CH2:30][C:31](Br)=[O:32]>O1CCOCC1>[Br:29][CH2:30][C:31]([NH:1][C:2]1[CH:7]=[CH:6][C:5]([CH2:8][C:9]([O:11][CH2:12][CH3:13])=[O:10])=[CH:4][C:3]=1[C:14](=[O:22])[C:15]1[CH:20]=[CH:19][CH:18]=[CH:17][C:16]=1[Cl:21])=[O:32]. Procedure: 20.9 g (0.66 mol) of ethyl 4-amino-3-(2-chlorobenzoyl)-phenylacetate are dissolved in 170 ml of anhydrous dioxane. First 5.2 ml of absolute pyridine are added and then 13.3 g (0.066 mol) of bromoacetylbromide are added dropwise at room temperature and the mixture is stirred for 24 hours. The suspension is filtered through Kieselgur. The Kieselgur is washed with ether, and the combined filtrates are concentrated in vacuo. The resulting residue is induced to crystallise by addition of ethanol. The reactants are O=Cc1ccccc1, Cl, C1CCOC1, COP([O-])OC. Reaction SMILES: [CH:7](=[O:8])[c:9]1[cH:10][cH:11][cH:12][cH:13][cH:14]1.[ClH:15].[O:16]1[CH2:17][CH2:18][CH2:19][CH2:20]1.[P:1]([O:2][CH3:3])([O:4][CH3:5])[O-:6]>>[P:1]([O:2][CH3:3])([O:4][CH3:5])(=[O:6])[CH:7]([OH:8])[c:9]1[cH:10][cH:11][cH:12][cH:13][cH:14]1. The product is COP(=O)(OC)C(O)c1ccccc1. The reactants are COC(=O)CC(=O)OC, C1CCCCC1, CS(C)=O, CCOC(C)=O, [Cl-], O=[N+]([O-])c1ccc(F)c(F)c1, [H-], [NH4+], [Na+]. The product is COC(=O)C(C(=O)OC)c1ccc([N+](=O)[O-])cc1F. RXN SMILES: [C:1]([CH2:2][C:3](=[O:4])[O:5][CH3:6])(=[O:7])[O:8][CH3:9].[CH2:29]1[CH2:30][CH2:31][CH2:32][CH2:33][CH2:34]1.[CH3:25][S:26]([CH3:27])=[O:28].[CH3:35][CH2:36][O:37][C:38](=[O:39])[CH3:40].[Cl-:23].[F:12][c:13]1[cH:14][c:15]([N+:20](=[O:21])[O-:22])[cH:16][cH:17][c:18]1[F:19].[H-:10].[NH4+:24].[Na+:11]>>[C:1]([CH:2]([C:3](=[O:4])[O:5][CH3:6])[c:18]1[c:13]([F:12])[cH:14][c:15]([N+:20](=[O:21])[O-:22])[cH:16][cH:17]1)(=[O:7])[O:8][CH3:9]. Reactants: C(C)(=O)NC=1OC2=C(N1)C(=CC(=C2N2C(N(C(=CC2=O)C(F)(F)F)C)=O)F)Cl (3-(2-acetylamino-4-chloro-6-fluorobenzoxazol-7-yl)-1-methyl-6-trifluoromethyl-2,4-(1H,3H)pyrimidinedione), [H-].[Na+] (sodium hydride), CS(=O)(=O)Cl (methanesulfonyl chloride). Run in O1CCCC1 (tetrahydrofuran), O1CCCC1 (tetrahydrofuran). Reaction conditions: time 1 hour. The product is C(C)(=O)N(S(=O)(=O)C)C=1OC2=C(N1)C(=CC(=C2N2C(N(C(=CC2=O)C(F)(F)F)C)=O)F)Cl (3-[2-(N-acetyl-N-methylsulfonylamino)-4-chloro-6-fluorobenzoxazol-7-yl]-1-methyl-6-trifluoromethyl-2,4-(1H,3H)-pyrimidinedione). Reaction SMILES: [H-].[Na+].[C:3]([NH:6][C:7]1[O:8][C:9]2[C:15]([N:16]3[C:21](=[O:22])[CH:20]=[C:19]([C:23]([F:26])([F:25])[F:24])[N:18]([CH3:27])[C:17]3=[O:28])=[C:14]([F:29])[CH:13]=[C:12]([Cl:30])[C:10]=2[N:11]=1)(=[O:5])[CH3:4].[CH3:31][S:32](Cl)(=[O:34])=[O:33]>O1CCCC1>[C:3]([N:6]([C:7]1[O:8][C:9]2[C:15]([N:16]3[C:21](=[O:22])[CH:20]=[C:19]([C:23]([F:25])([F:24])[F:26])[N:18]([CH3:27])[C:17]3=[O:28])=[C:14]([F:29])[CH:13]=[C:12]([Cl:30])[C:10]=2[N:11]=1)[S:32]([CH3:31])(=[O:34])=[O:33])(=[O:5])[CH3:4] |f:0.1|. Reported procedure: A stirred suspension of 2.0 grams (51 mmole) of 60% sodium hydride (in mineral oil) in 25 mL of tetrahydrofuran is cooled in an ice bath. To this is added a solution of 10.2 grams (25.5 mmole) of 3-(2-acetylamino-4-chloro-6-fluorobenzoxazol-7-yl)-1-methyl-6-trifluoromethyl-2,4-(1H,3H)pyrimidinedione in 25 mL of tetrahydrofuran. Upon completion of the addition 2.9 grams (25.3 mmole) of methanesulfonyl chloride is added. The reaction mixture is heated to reflux, where it stirs for one hour and the... Starting materials: ClCCCC#C (5-chloropentyne), IC1=CC=C(C=C1)[N+](=O)[O-] (4-iodonitrobenzene), ClCCCC#C (5-chloropentyne). Reagents/catalysts: Cl[Pd]([P](C1=CC=CC=C1)(C2=CC=CC=C2)C3=CC=CC=C3)([P](C4=CC=CC=C4)(C5=CC=CC=C5)C6=CC=CC=C6)Cl (dichlorobis(triphenylphosphine)palladium(II)), Cl[Pd]([P](C1=CC=CC=C1)(C2=CC=CC=C2)C3=CC=CC=C3)([P](C4=CC=CC=C4)(C5=CC=CC=C5)C6=CC=CC=C6)Cl (dichlorobis(triphenylphosphine)palladium(II)), [Cu]I (copper (I) iodide). Run in O1CCCC1 (tetrahydrofuran), C(C)N(CC)CC (triethylamine). Reaction conditions: temperature 55 celsius, time 30 minute. The product is ClCCCC#CC1=CC=C(C=C1)[N+](=O)[O-] (1-(5-chloropent-1-ynyl)-4-nitrobenzene). As a reaction SMILES: I[C:2]1[CH:7]=[CH:6][C:5]([N+:8]([O-:10])=[O:9])=[CH:4][CH:3]=1.[Cl:11][CH2:12][CH2:13][CH2:14][C:15]#[CH:16]>O1CCCC1.C(N(CC)CC)C.Cl[Pd](Cl)([P](C1C=CC=CC=1)(C1C=CC=CC=1)C1C=CC=CC=1)[P](C1C=CC=CC=1)(C1C=CC=CC=1)C1C=CC=CC=1.[Cu]I>[Cl:11][CH2:12][CH2:13][CH2:14][C:15]#[C:16][C:2]1[CH:7]=[CH:6][C:5]([N+:8]([O-:10])=[O:9])=[CH:4][CH:3]=1 |^1:31,50|. Procedure: A mixture of 4-iodonitrobenzene (25 g, 100 mmol), dichlorobis(triphenylphosphine)palladium(II) (0.30 g, 0.43 mmol) and copper (I) iodide (0.18 g, 0.95 mmol) in tetrahydrofuran (300 mL) and triethylamine (150 mL) was degassed under Argon for 10 minutes. The mixture was then heated to 55° C. and treated with 5-chloropentyne (12 mL, 110 mmol) via syringe. After 30 minutes of stirring, additional quantities of dichlorobis(triphenylphosphine)palladium(II) (0.10 g) and 5-chloropentyne (1 mL) were adde... Starting materials: B, CCCCCCCCCCCC[NH-], CC(N)C(=O)O, CO, CCOCC, O=Cc1ccccc1O, [Na+], [Na], [OH-]. The product is CCCCCCCCCCCC[NH-], CC(NCc1ccccc1O)C(=O)O. RXN SMILES: [BH3:31].[CH2:7]([CH2:8][CH2:9][CH2:10][CH2:11][CH2:12][CH2:13][CH2:14][CH2:15][CH2:16][CH2:17][CH3:18])[NH-:19].[CH3:1][CH:2]([NH2:3])[C:4]([OH:5])=[O:6].[CH3:33][OH:34].[CH3:35][CH2:36][O:37][CH2:38][CH3:39].[CH:22](=[O:23])[c:24]1[cH:25][cH:26][cH:27][cH:28][c:29]1[OH:30].[Na+:21].[Na:32].[OH-:20]>>[CH2:7]([CH2:8][CH2:9][CH2:10][CH2:11][CH2:12][CH2:13][CH2:14][CH2:15][CH2:16][CH2:17][CH3:18])[NH-:19].[CH3:1][CH:2]([NH:3][CH2:22][c:24]1[cH:25][cH:26][cH:27][cH:28][c:29]1[OH:30])[C:4]([OH:5])=[O:6].